From a dataset of the Open Reaction Database (ORD), a public repository of structured organic reaction records. describe an organic reaction: reactants, conditions, products, and yield The reactants are N1=CC=CC=C1 (pyridine), CrO3, FC=1C=C(C=C(C1)F)C(O)C=1SC=CN1 (3,5-Difluoro-α-(thiazol-2-yl)benzenemethanol). Run in C(Cl)Cl (CH2Cl2), C(Cl)Cl (CH2Cl2). Conditions: time 20 minute. Product: FC=1C=C(C=C(C1)F)C(=O)C=1SC=CN1 ((3,5-Difluorophenyl)(thiazol-2-yl)methanone). The yield is 90.0%. As a reaction SMILES: N1C=CC=CC=1.[F:7][C:8]1[CH:9]=[C:10]([CH:15]([C:17]2[S:18][CH:19]=[CH:20][N:21]=2)[OH:16])[CH:11]=[C:12]([F:14])[CH:13]=1>C(Cl)Cl>[F:7][C:8]1[CH:9]=[C:10]([C:15]([C:17]2[S:18][CH:19]=[CH:20][N:21]=2)=[O:16])[CH:11]=[C:12]([F:14])[CH:13]=1. Reported procedure: To a suspension of CrO3 (1.1 g, 11 mmol) in CH2Cl2 at r.t. was added pyridine (1.8 mL, 22 mmol) and the resulting mixture was stirred for 20 min.. The alcohol from Step 1 in CH2Cl2 was added and the resulting mixture was stirred for 16 h. Then ET2O was added and the resulting mixture was filtered through silica gel and washed with Et2O. After evaporation the residue was chromatographed on silica gel eluting with 7:3 mixture of hexane:EtOAc to give 1.66 g (90%) of the title compound. Starting materials: COC1=CC=C(CBr)C=C1 (4-methoxybenzyl bromide), N1C=CC=2C(=CC=CC12)C(=O)OC (methyl indole-4-carboxylate), [H-].[Na+] (sodium hydride), oil. Reagents/catalysts: [I-].C(CCC)[N+](CCCC)(CCCC)CCCC (tetrabuylammonium iodide). Solvent: CN(C)C=O (DMF). Conditions: time 15 minute. The product is COC1=CC=C(CN2C=CC=3C(=CC=CC23)C(=O)OC)C=C1 (methyl 1-(4-methoxybenzyl)-1H-indole-4-carboxylate). Isolated yield 98.4%. Reaction SMILES: [NH:1]1[C:9]2[CH:8]=[CH:7][CH:6]=[C:5]([C:10]([O:12][CH3:13])=[O:11])[C:4]=2[CH:3]=[CH:2]1.[H-].[Na+].[CH3:16][O:17][C:18]1[CH:25]=[CH:24][C:21]([CH2:22]Br)=[CH:20][CH:19]=1>CN(C=O)C.[I-].C([N+](CCCC)(CCCC)CCCC)CCC>[CH3:16][O:17][C:18]1[CH:25]=[CH:24][C:21]([CH2:22][N:1]2[C:9]3[CH:8]=[CH:7][CH:6]=[C:5]([C:10]([O:12][CH3:13])=[O:11])[C:4]=3[CH:3]=[CH:2]2)=[CH:20][CH:19]=1 |f:1.2,5.6|. Reported procedure: To a solution of methyl indole-4-carboxylate (10.0 g, 57.1 mmol) was added sodium hydride (60% dispersion in mineral oil (5.7 g, 142.8 mmol) in DMF (200 mL) at 0° C. The mixture was stirred under an atmosphere of nitrogen for 15 min. To this were added 4-methoxybenzyl bromide (10.7 g, 68.5 mmol) and tetrabuylammonium iodide (3.2 g, 8.6 mmol). The resulting mixture continued to stir for 10 min and then warmed to room temperature and stirred for 2.5 h. The mixture was quenched with sat. aqueous am... Starting materials: O=C([O-])O, CCc1c2c(cc3c(=O)cc(C(=O)OC)oc13)CCCC2, [Na+], O. Yields the product CCc1c2c(cc3c(=O)cc(C(=O)O)oc13)CCCC2. As a reaction SMILES: [C:22](=[O:23])([OH:24])[O-:25].[CH2:1]([CH3:2])[c:3]1[c:4]2[c:9]([cH:10][c:11]3[c:12]1[o:13][c:14]([C:18](=[O:19])[O:20][CH3:21])[cH:15][c:16]3=[O:17])[CH2:8][CH2:7][CH2:6][CH2:5]2.[Na+:26].[OH2:27]>>[CH2:1]([CH3:2])[c:3]1[c:4]2[c:9]([cH:10][c:11]3[c:12]1[o:13][c:14]([C:18](=[O:19])[OH:20])[cH:15][c:16]3=[O:17])[CH2:8][CH2:7][CH2:6][CH2:5]2. Starting materials: C(C)[Mg]Br (Ethylmagnesium bromide), ClC1=C(C=CC(=C1)Cl)N1CCCN2C1=NC=1C2=C(C=CC1)C#N (1-(2,4-dichlorophenyl)-1,2,3,4-tetrahydropyrimido[1,2-a]benzimidazole-6-carbonitrile), O1CCCC1 (tetrahydrofuran). Reaction conditions: temperature 50 celsius, time 2 hour. Yields the product ClC1=C(C=CC(=C1)Cl)N1CCCN2C1=NC1=C2C(=CC=C1)C(CC)=O (1-[1-(2,4-Dichlorophenyl)-1,2,3,4-tetrahydropyrimido[1,2-a]benzimidazol-6-yl]propan-1-one). The yield is 56.0%. RXN SMILES: [CH2:1]([Mg]Br)[CH3:2].[Cl:5][C:6]1[CH:11]=[C:10]([Cl:12])[CH:9]=[CH:8][C:7]=1[N:13]1[C:18]2=[N:19][C:20]3[C:21](=[C:22]([C:26]#N)[CH:23]=[CH:24][CH:25]=3)[N:17]2[CH2:16][CH2:15][CH2:14]1.[O:28]1CCCC1>>[Cl:5][C:6]1[CH:11]=[C:10]([Cl:12])[CH:9]=[CH:8][C:7]=1[N:13]1[C:18]2=[N:19][C:20]3[CH:25]=[CH:24][CH:23]=[C:22]([C:26](=[O:28])[CH2:1][CH3:2])[C:21]=3[N:17]2[CH2:16][CH2:15][CH2:14]1. Procedure details: Ethylmagnesium bromide (3.0 M solution in diethyl ether, 14.6 mL, 43.7 mmol) was added to a stirred solution of 1-(2,4-dichlorophenyl)-1,2,3,4-tetrahydropyrimido[1,2-a]benzimidazole-6-carbonitrile (5.00 g, 14.6 mmol) in tetrahydrofuran (50 mL) at 0° C., and the mixture was stirred at 50° C. for 2 hr. The reaction was quenched by methanol, and the mixture was diluted with aqueous saturated ammonium chloride and extracted with ethyl acetate. The combined organic layer was washed with brine, dried ...